This data is from the Open Reaction Database (ORD), a public repository of structured organic reaction records. The task is: describe an organic reaction: reactants, conditions, products, and yield RXN SMILES: BrC1C=CC=CC=1C(F)(F)F.CCCCCC.C([Li])CCC.Br[C:24]1[CH:25]=[C:26]2[C:31](=[CH:32][CH:33]=1)[CH:30]=[C:29]([C:34]([NH:36][CH3:37])=[O:35])[CH:28]=[CH:27]2.[C:38]([N:57]1[CH:61]=[C:60]([CH:62]=[O:63])[N:59]=[CH:58]1)([C:51]1[CH:56]=[CH:55][CH:54]=[CH:53][CH:52]=1)([C:45]1[CH:50]=[CH:49][CH:48]=[CH:47][CH:46]=1)[C:39]1[CH:44]=[CH:43][CH:42]=[CH:41][CH:40]=1.[Cl-].[NH4+]>C1COCC1>[OH:63][CH:62]([C:60]1[N:59]=[CH:58][N:57]([C:38]([C:39]2[CH:44]=[CH:43][CH:42]=[CH:41][CH:40]=2)([C:45]2[CH:46]=[CH:47][CH:48]=[CH:49][CH:50]=2)[C:51]2[CH:56]=[CH:55][CH:54]=[CH:53][CH:52]=2)[CH:61]=1)[C:24]1[CH:25]=[C:26]2[C:31](=[CH:32][CH:33]=1)[CH:30]=[C:29]([C:34]([NH:36][CH3:37])=[O:35])[CH:28]=[CH:27]2 |f:1.2,5.6|. Product: OC(C=1C=C2C=CC(=CC2=CC1)C(=O)NC)C=1N=CN(C1)C(C1=CC=CC=C1)(C1=CC=CC=C1)C1=CC=CC=C1 (6-[hydroxy(1-trityl-1H-imidazol-4-yl)methyl]-N-methyl-2-naphthamide). The yield is 69.8%. Solvent: C1CCOC1 (THF), C1CCOC1 (THF), O1CCCC1 (tetrahydrofuran). Starting materials: C(C1=CC=CC=C1)(C1=CC=CC=C1)(C1=CC=CC=C1)N1C=NC(=C1)C=O (1-trityl-4-formyl-1H-imidazole), CCCCCC.C(CCC)[Li] (n-butyllithium hexane), BrC=1C=C2C=CC(=CC2=CC1)C(=O)NC (6-bromo-N-methyl-2-naphthamide), CCCCCC.C(CCC)[Li] (n-butyllithium hexane), BrC1=C(C=CC=C1)C(F)(F)F (o-bromotrifluoromethylbenzene), [Cl-].[NH4+] (ammonium chloride). Conditions: temperature -70 celsius, time 30 minute. Reported procedure: Under a nitrogen atmosphere, o-bromotrifluoromethylbenzene (1.35 kg, 6.00 mol) was added to tetrahydrofuran (7.9 L). The reaction mixture was cooled to −70° C., 1.6 mol/L n-butyllithium hexane solution (3.75 L, 6.00 mol) was added dropwise thereto, and the mixture was stirred at the same temperature for about 30 min. The reaction mixture was added dropwise at the same temperature to a solution prepared by adding 6-bromo-N-methyl-2-naphthamide (1.13 kg, 4.28 mol) to THF (62.2 L) at −70° C. under ... Starting materials: O=C([O-])C(O)C(O)C(=O)[O-], C1CCOC1, CCCC(C(=O)OC)c1cc(C(F)(F)F)ccc1C(F)(F)F, [K+], [Na+]. Yields the product CCCC(CO)c1cc(C(F)(F)F)ccc1C(F)(F)F. Reaction SMILES: [C:23]([CH:24]([CH:25]([C:26]([O-:27])=[O:28])[OH:29])[OH:30])([O-:31])=[O:32].[CH2:35]1[O:36][CH2:37][CH2:38][CH2:39]1.[F:1][C:2]([c:3]1[c:4]([CH:13]([C:14](=[O:15])[O:16][CH3:17])[CH2:18][CH2:19][CH3:20])[cH:5][c:6]([C:9]([F:10])([F:11])[F:12])[cH:7][cH:8]1)([F:21])[F:22].[K+:33].[Na+:34]>>[F:1][C:2]([c:3]1[c:4]([CH:13]([CH2:14][OH:15])[CH2:18][CH2:19][CH3:20])[cH:5][c:6]([C:9]([F:10])([F:11])[F:12])[cH:7][cH:8]1)([F:21])[F:22].